This data is from the Open Reaction Database (ORD), a public repository of structured organic reaction records. The task is: describe an organic reaction: reactants, conditions, products, and yield Starting materials: CC1=CC=C(NC(SCC(=C)Cl)=S)C=C1 (2-Chloroallyl 4-methyldithiocarbanilate), Cl (hydrochloric acid), C([O-])([O-])=O.[Na+].[Na+] (sodium carbonate). Solvent: O (water). Yields the product C1(=CC=C(C=C1)N=C1SC=C(S1)C)C (2-(p-tolyl)imino-4-methyl-1,3-dithiole). The yield is 79.0%. As a reaction SMILES: [CH3:1][C:2]1[CH:15]=[CH:14][C:5]([NH:6][C:7](=[S:13])[S:8][CH2:9][C:10](Cl)=[CH2:11])=[CH:4][CH:3]=1.Cl.C(=O)([O-])[O-].[Na+].[Na+]>O>[C:2]1([CH3:1])[CH:15]=[CH:14][C:5]([N:6]=[C:7]2[S:13][C:10]([CH3:11])=[CH:9][S:8]2)=[CH:4][CH:3]=1 |f:2.3.4|. Procedure: 2-Chloroallyl 4-methyldithiocarbanilate (7.3 g, 0.0286 mol) and concentrated hydrochloric acid (9.1 ml 0.112 mol) are mixed and heated at reflux temperature for 2 hours. The resulting solution is cooled, diluted with water, and neutralized with sodium carbonate. The reaction mixture is extracted with ether. The ether extract is washed with 6N hydrochloric acid and the aqueous layer is separated, neutralized with sodium carbonate, and extracted with ether. The ether phase is separated, washed wit... The reactants are [OH-].[Na+] (Sodium hydroxide), FC=1C=C(C=C(C1[C@H]1N([C@@H](CC2=C1NC1=CC=CC=C21)C)CC(CO)(C)F)F)/C=C/C(=O)OC ((E)-methyl 3-(3,5-difluoro-4-((1R,3R)-2-(2-fluoro-3-hydroxy-2-methylpropyl)-3-methyl-2,3,4,9-tetrahydro-1H-pyrido[3,4-b]indol-1-yl)phenyl)acrylate), CO (methanol), Cl (HCl). Run in C1CCOC1 (THF), CCOC(=O)C (EtOAc), O (water). Reaction conditions: time 1 hour. Yields the product FC=1C=C(C=C(C1[C@H]1N([C@@H](CC2=C1NC1=CC=CC=C21)C)CC(CO)(C)F)F)/C=C/C(=O)O ((E)-3-(3,5-difluoro-4-((1R,3R)-2-(2-fluoro-3-hydroxy-2-methylpropyl)-3-methyl-2,3,4,9-tetrahydro-1H-pyrido[3,4-b]indol-1-yl)phenyl)acrylic acid), 1. Isolated yield 72.9%. Reaction SMILES: [OH-].[Na+].[F:3][C:4]1[CH:5]=[C:6](/[CH:31]=[CH:32]/[C:33]([O:35]C)=[O:34])[CH:7]=[C:8]([F:30])[C:9]=1[C@@H:10]1[C:15]2[NH:16][C:17]3[C:22]([C:14]=2[CH2:13][C@@H:12]([CH3:23])[N:11]1[CH2:24][C:25]([F:29])([CH3:28])[CH2:26][OH:27])=[CH:21][CH:20]=[CH:19][CH:18]=3.CO.Cl>C1COCC1.CCOC(C)=O.O>[F:30][C:8]1[CH:7]=[C:6](/[CH:31]=[CH:32]/[C:33]([OH:35])=[O:34])[CH:5]=[C:4]([F:3])[C:9]=1[C@@H:10]1[C:15]2[NH:16][C:17]3[C:22]([C:14]=2[CH2:13][C@@H:12]([CH3:23])[N:11]1[CH2:24][C:25]([F:29])([CH3:28])[CH2:26][OH:27])=[CH:21][CH:20]=[CH:19][CH:18]=3 |f:0.1|. Reported procedure: 2M Sodium hydroxide (1.27 mL, 2.54 mmol) was added to a solution of (E)-methyl 3-(3,5-difluoro-4-((1R,3R)-2-(2-fluoro-3-hydroxy-2-methylpropyl)-3-methyl-2,3,4,9-tetrahydro-1H-pyrido[3,4-b]indol-1-yl)phenyl)acrylate—Isomer 1 (120 mg. 0.25 mmol) in THF (0.635 mL)/methanol (0.635 mL). The reaction was stirred at room temperature for 1 h, then diluted with EtOAc and water. The aqueous was adjusted to pH 6 by addition of 2M HCl, and the layers were separated. The aqueous layer was extracted with EtOA... The reactants are Cc1cc(Br)cc(C)[n+]1[O-], CC(c1ccc(B2OC(C)(C)C(C)(C)O2)cc1)N1CCC(CCCO)(c2ccc(F)cc2)OC1=O. As a reaction SMILES: [Br:36][c:37]1[cH:38][c:39]([CH3:45])[n+:40]([O-:44])[c:41]([CH3:43])[cH:42]1.[F:1][c:2]1[cH:3][cH:4][c:5]([C:8]2([CH2:32][CH2:33][CH2:34][OH:35])[CH2:9][CH2:10][N:11]([CH:15]([CH3:16])[c:17]3[cH:18][cH:19][c:20]([B:23]4[O:24][C:25]([CH3:26])([CH3:27])[C:28]([CH3:29])([CH3:30])[O:31]4)[cH:21][cH:22]3)[C:12](=[O:14])[O:13]2)[cH:6][cH:7]1>>[F:1][c:2]1[cH:3][cH:4][c:5]([C:8]2([CH2:32][CH2:33][CH2:34][OH:35])[CH2:9][CH2:10][N:11]([CH:15]([CH3:16])[c:17]3[cH:18][cH:19][c:20](-[c:37]4[cH:38][c:39]([CH3:45])[n+:40]([O-:44])[c:41]([CH3:43])[cH:42]4)[cH:21][cH:22]3)[C:12](=[O:14])[O:13]2)[cH:6][cH:7]1. Product: Cc1cc(-c2ccc(C(C)N3CCC(CCCO)(c4ccc(F)cc4)OC3=O)cc2)cc(C)[n+]1[O-]. Starting materials: F[B-](F)(F)F, Cc1ccccc1, [H-], COc1cc(N)c(Cl)cc1C(=O)NC1CCN(CC[n+]2c(-c3ccccc3)cc(-c3ccccc3)cc2-c2ccccc2)CC1OC, [Na+], Oc1ccncc1. Yields the product COc1cc(N)c(Cl)cc1C(=O)NC1CCN(CCOc2ccncc2)CC1OC. RXN SMILES: [B-:10]([F:11])([F:12])([F:13])[F:14].[CH3:62][c:63]1[cH:64][cH:65][cH:66][cH:67][cH:68]1.[H-:8].[NH2:15][c:16]1[cH:17][c:18]([O:60][CH3:61])[c:19]([C:20](=[O:21])[NH:22][CH:23]2[CH:24]([O:55][CH3:56])[CH2:25][N:26]([CH2:29][CH2:30][n+:31]3[c:32](-[c:33]4[cH:34][cH:35][cH:36][cH:37][cH:38]4)[cH:39][c:40](-[c:41]4[cH:42][cH:43][cH:44][cH:45][cH:46]4)[cH:47][c:48]3-[c:49]3[cH:50][cH:51][cH:52][cH:53][cH:54]3)[CH2:27][CH2:28]2)[cH:57][c:58]1[Cl:59].[Na+:9].[n:1]1[cH:2][cH:3][c:4]([OH:7])[cH:5][cH:6]1>>[n:1]1[cH:2][cH:3][c:4]([O:7][CH2:30][CH2:29][N:26]2[CH2:25][CH:24]([O:55][CH3:56])[CH:23]([NH:22][C:20]([c:19]3[c:18]([O:60][CH3:61])[cH:17][c:16]([NH2:15])[c:58]([Cl:59])[cH:57]3)=[O:21])[CH2:28][CH2:27]2)[cH:5][cH:6]1. The reactants are C1COCCO1, CN1C(=O)C(=O)c2cc3c(cc21)OCCO3, CCOC(C)=O, NN, O. The product is CN1C(=O)Cc2cc3c(cc21)OCCO3. Reaction SMILES: [CH2:20]1[O:21][CH2:22][CH2:23][O:24][CH2:25]1.[CH3:1][N:2]1[C:3](=[O:16])[C:4](=[O:15])[c:5]2[cH:6][c:7]3[c:8]([cH:9][c:10]21)[O:11][CH2:12][CH2:13][O:14]3.[CH3:26][CH2:27][O:28][C:29](=[O:30])[CH3:31].[NH2:18][NH2:19].[OH2:17]>>[CH3:1][N:2]1[C:3](=[O:16])[CH2:4][c:5]2[cH:6][c:7]3[c:8]([cH:9][c:10]21)[O:11][CH2:12][CH2:13][O:14]3. Reactants: [Cl-].[Al+3].[Cl-].[Cl-] (aluminum chloride), ClC1=C(C(=O)Cl)C=C(C=C1)[N+](=O)[O-] (2-chloro-5-nitrobenzoyl chloride), Cl (hydrochloric acid), CC1=CC=C(C=C1)OC (p-methylanisole). Run in C(Cl)Cl (methylene chloride), C(Cl)Cl (methylene chloride). Reaction conditions: temperature 5 celsius, time 60 minute. Yields the product ClC1=C(C=C(C=C1)[N+](=O)[O-])C(C1=C(C=CC(=C1)C)OC)=O (2′-Chloro-2-methoxy-5-methyl-5′-nitrobenzophenone), solid. The yield is 99.1%. Reaction SMILES: [Cl-].[Al+3].[Cl-].[Cl-].[CH3:5][C:6]1[CH:11]=[CH:10][C:9]([O:12][CH3:13])=[CH:8][CH:7]=1.[Cl:14][C:15]1[CH:23]=[CH:22][C:21]([N+:24]([O-:26])=[O:25])=[CH:20][C:16]=1[C:17](Cl)=[O:18].Cl>C(Cl)Cl>[Cl:14][C:15]1[CH:23]=[CH:22][C:21]([N+:24]([O-:26])=[O:25])=[CH:20][C:16]=1[C:17](=[O:18])[C:8]1[CH:7]=[C:6]([CH3:5])[CH:11]=[CH:10][C:9]=1[O:12][CH3:13] |f:0.1.2.3|. Procedure: A mixture of aluminum chloride (33.3 g, 25.0 mmol) in methylene chloride is cooled to about 5° C., treated over one hour with p-methylanisole (31.6 g, 25.0 mmol) while maintaining the reaction mixture temperature below 10° C., treated over 20 minutes with a solution of 2-chloro-5-nitrobenzoyl chloride (50.0 g, 22.7 mmol) in methylene chloride while maintaining the reaction mixture temperature below 10° C., warmed to and stirred at room temperature for 60 minutes, and poured onto ice. The resulta... Yields the product COc1cnc2ccc(=O)n(CCN3CCC(N)CC3)c2c1. Starting materials: COc1cnc2ccc(=O)n(CCN3CCC(NC(=O)OC(C)(C)C)CC3)c2c1, ClC(Cl)Cl, O=C(O)C(F)(F)F. Reaction SMILES: [CH3:1][O:2][c:3]1[cH:4][n:5][c:6]2[cH:7][cH:8][c:9](=[O:29])[n:10]([CH2:13][CH2:14][N:15]3[CH2:16][CH2:17][CH:18]([NH:21][C:22](=[O:23])[O:24][C:25]([CH3:26])([CH3:27])[CH3:28])[CH2:19][CH2:20]3)[c:11]2[cH:12]1.[CH:30]([Cl:31])([Cl:32])[Cl:33].[OH:34][C:35]([C:36]([F:37])([F:38])[F:39])=[O:40]>>[CH3:1][O:2][c:3]1[cH:4][n:5][c:6]2[cH:7][cH:8][c:9](=[O:29])[n:10]([CH2:13][CH2:14][N:15]3[CH2:16][CH2:17][CH:18]([NH2:21])[CH2:19][CH2:20]3)[c:11]2[cH:12]1.